The task is: describe an organic reaction: reactants, conditions, products, and yield. This data is from the Open Reaction Database (ORD), a public repository of structured organic reaction records. Starting materials: BrC1=C(C(=C(C2=CC=CC=C12)C1=CC=C(C=C1)Cl)C(C(=O)OCC)OC(C)(C)C)C (ethyl 2-(4-bromo-1-(4-chlorophenyl)-3-methylnaphthalen-2-yl)-2-tert-butoxyacetate), CB1OB(OB(O1)C)C (trimethylboroxine), C(=O)([O-])[O-].[K+].[K+] (K2CO3), C1(=CC=CC=C1)C (PhMe). Reagents/catalysts: C1=CC=C(C=C1)P([C-]2C=CC=C2)C3=CC=CC=C3.C1=CC=C(C=C1)P([C-]2C=CC=C2)C3=CC=CC=C3.Cl[Pd]Cl.[Fe+2] (PdCl2(dppf)). The solvent is O (H2O), CCO (EtOH), O (H2O). Conditions: temperature 100 celsius, time 3 hour. The product is C(C)(C)(C)OC(C(=O)OCC)C1=C(C2=CC=CC=C2C(=C1C)C)C1=CC=C(C=C1)Cl (ethyl 2-tert-butoxy-2-(1-(4-chlorophenyl)-3,4-dimethylnaphthalen-2-yl)acetate). Reaction SMILES: Br[C:2]1[C:11]2[C:6](=[CH:7][CH:8]=[CH:9][CH:10]=2)[C:5]([C:12]2[CH:17]=[CH:16][C:15]([Cl:18])=[CH:14][CH:13]=2)=[C:4]([CH:19]([O:25][C:26]([CH3:29])([CH3:28])[CH3:27])[C:20]([O:22][CH2:23][CH3:24])=[O:21])[C:3]=1[CH3:30].[CH3:31]B1OB(C)OB(C)O1.C([O-])([O-])=O.[K+].[K+].C1(C)C=CC=CC=1>O.C1C=CC(P(C2C=CC=CC=2)[C-]2C=CC=C2)=CC=1.C1C=CC(P(C2C=CC=CC=2)[C-]2C=CC=C2)=CC=1.Cl[Pd]Cl.[Fe+2].CCO>[C:26]([O:25][CH:19]([C:4]1[C:3]([CH3:30])=[C:2]([CH3:31])[C:11]2[C:6](=[CH:7][CH:8]=[CH:9][CH:10]=2)[C:5]=1[C:12]1[CH:17]=[CH:16][C:15]([Cl:18])=[CH:14][CH:13]=1)[C:20]([O:22][CH2:23][CH3:24])=[O:21])([CH3:28])([CH3:27])[CH3:29] |f:2.3.4,7.8.9.10|. Procedure: A suspension of ethyl 2-(4-bromo-1-(4-chlorophenyl)-3-methylnaphthalen-2-yl)-2-tert-butoxyacetate (25 mg, 51 μmol), trimethylboroxine (21 μL, 0.153 mmol), PdCl2(dppf) (3.7 mg, 5.1 μmol), K2CO3 (70 mg, 0.510 mmol), PhMe (500 μL), EtOH (absolute, 250 μL), and H2O (250 μL) was stirred in a sealed vessel at 100° C. for 3 h. The reaction was cooled to 23° C., diluted with H2O and extracted with EtOAc (3×). Combined organic phases were dried (Na2SO4), filtered, and concentrated, giving crude product. ... Reactants: CO (methanol), OCC(CCCC(CCCCC(CO)(C)C)=O)(C)C (1,12-Dihydroxy-2,2,11,11-tetramethyldodecan-6-one), O1CCCCC1 (tetrahydropyran), [H-].[Na+] (NaH), 207g. Reagents/catalysts: [I-].C(CCC)[N+](CCCC)(CCCC)CCCC (tetrabutylammonium iodide). Run in Cl (HCl), CS(=O)C (DMSO). The product is OCC(CCCCC(CCCCCC(CO)(C)C)=O)(C)C (1,14-Dihydroxy-2,2,13,13-tetramethyltetradecan-7-one). Isolated yield 48.0%. Reaction SMILES: OC[C:3]([CH3:19])(C)[CH2:4][CH2:5][CH2:6][C:7](=[O:17])[CH2:8][CH2:9][CH2:10][CH2:11][C:12]([CH3:16])([CH3:15])[CH2:13][OH:14].[O:20]1[CH2:25][CH2:24][CH2:23]CC1.[H-].[Na+].[CH3:28]O>[I-].C([N+](CCCC)(CCCC)CCCC)CCC.CS(C)=O.Cl>[OH:14][CH2:13][C:12]([CH3:15])([CH3:16])[CH2:11][CH2:10][CH2:9][CH2:8][C:7](=[O:17])[CH2:6][CH2:5][CH2:4][CH2:3][CH2:19][C:24]([CH3:28])([CH3:23])[CH2:25][OH:20] |f:2.3,5.6|. Procedure: According to the procedure described for the synthesis of 217, 215 (6.98 g, 17.1 mmol) was reacted with NaH (0.82 g, 20.5 mmol, 60% in mineral oil), 207g (5.8 g, 18.9 mmol), and tetrabutylammonium iodide (0.63 g, 1.7 mmol) in anhydrous DMSO (100 mL) for 24 h at room temperature. The crude intermediate (10.9 g) obtained after aqueous workup was heated to reflux in concentrated HCl (18 mL) and methanol (100 mL) overnight. After extraction and column chromatography (silica gel; hexanes/ethyl acetat... Starting materials: COCCOC, Cl, [H-], COc1nc(Br)cnc1N, [Na+], O, O=S(=O)(Cl)c1ccccc1-c1ccccc1. Product: COc1nc(Br)cnc1NS(=O)(=O)c1ccccc1-c1ccccc1. As a reaction SMILES: [CH2:30]([CH2:31][O:32][CH3:33])[O:34][CH3:35].[ClH:29].[H-:1].[NH2:3][c:4]1[n:5][cH:6][c:7]([Br:12])[n:8][c:9]1[O:10][CH3:11].[Na+:2].[OH2:36].[c:13]1(-[c:23]2[cH:24][cH:25][cH:26][cH:27][cH:28]2)[c:14]([S:19](=[O:20])(=[O:21])[Cl:22])[cH:15][cH:16][cH:17][cH:18]1>>[NH:3]([c:4]1[n:5][cH:6][c:7]([Br:12])[n:8][c:9]1[O:10][CH3:11])[S:19]([c:14]1[c:13](-[c:23]2[cH:24][cH:25][cH:26][cH:27][cH:28]2)[cH:18][cH:17][cH:16][cH:15]1)(=[O:20])=[O:21]. The reactants are CCO, Cl, O=[N+]([O-])c1ccc(C=Cc2ccc(F)cc2)cc1, [Na+], [OH-], [Sn]. Product: Nc1ccc(C=Cc2ccc(F)cc2)cc1. As a reaction SMILES: [CH3:23][CH2:24][OH:25].[ClH:19].[F:1][c:2]1[cH:3][cH:4][c:5]([CH:8]=[CH:9][c:10]2[cH:11][cH:12][c:13]([N+:16]([O-:17])=[O:18])[cH:14][cH:15]2)[cH:6][cH:7]1.[Na+:22].[OH-:21].[Sn:20]>>[F:1][c:2]1[cH:3][cH:4][c:5]([CH:8]=[CH:9][c:10]2[cH:11][cH:12][c:13]([NH2:16])[cH:14][cH:15]2)[cH:6][cH:7]1.